Dataset: the Open Reaction Database (ORD), a public repository of structured organic reaction records. Task: describe an organic reaction: reactants, conditions, products, and yield The reactants are BrC1=CC=C(C=C1)C1=NSC2=C1C=CC(=C2)OCCCBr (3-(4-Bromo-phenyl)-6-(3-bromo-propoxy)-benzo[d]isothiazole), COCCNCCOC (bis(2-methoxyethyl)amine). Yields the product BrC1=CC=C(C=C1)C1=NSC2=C1C=CC(=C2)OCCCN(CCOC)CCOC ([3-[3-(4-Bromo-phenyl)-benzo[d]isothiazol-6-yloxy]-propyl]-bis-(2-methoxy-ethyl)-amine). Reaction SMILES: [Br:1][C:2]1[CH:7]=[CH:6][C:5]([C:8]2[C:12]3[CH:13]=[CH:14][C:15]([O:17][CH2:18][CH2:19][CH2:20]Br)=[CH:16][C:11]=3[S:10][N:9]=2)=[CH:4][CH:3]=1.[CH3:22][O:23][CH2:24][CH2:25][NH:26][CH2:27][CH2:28][O:29][CH3:30]>>[Br:1][C:2]1[CH:7]=[CH:6][C:5]([C:8]2[C:12]3[CH:13]=[CH:14][C:15]([O:17][CH2:18][CH2:19][CH2:20][N:26]([CH2:27][CH2:28][O:29][CH3:30])[CH2:25][CH2:24][O:23][CH3:22])=[CH:16][C:11]=3[S:10][N:9]=2)=[CH:4][CH:3]=1. Procedure: According to the method in example 5, 3-(4-Bromo-phenyl)-6-(3-bromo-propoxy)-benzo[d]isothiazole and bis(2-methoxyethyl)amine were converted to yield [3-[3-(4-Bromo-phenyl)-benzo[d]isothiazol-6-yloxy]-propyl]-bis-(2-methoxy-ethyl)-amine as orange oil, MS: 479 (MH+, 1Br). Starting materials: Cc1onc(-c2ccc(Br)cc2)c1-c1ccc(S(C)(=O)=O)c(F)c1, CCCC[Sn](CCCC)(CCCC)c1cscn1, Cc1ccccc1, c1ccc(P(c2ccccc2)(c2ccccc2)[Pd](P(c2ccccc2)(c2ccccc2)c2ccccc2)(P(c2ccccc2)(c2ccccc2)c2ccccc2)P(c2ccccc2)(c2ccccc2)c2ccccc2)cc1. Yields the product Cc1onc(-c2ccc(-c3cscn3)cc2)c1-c1ccc(S(C)(=O)=O)c(F)c1. RXN SMILES: [Br:1][c:2]1[cH:3][cH:4][c:5](-[c:8]2[n:9][o:10][c:11]([CH3:24])[c:12]2-[c:13]2[cH:14][c:15]([F:23])[c:16]([S:19](=[O:20])(=[O:21])[CH3:22])[cH:17][cH:18]2)[cH:6][cH:7]1.[CH2:25]([Sn:26]([CH2:27][CH2:28][CH2:29][CH3:35])([c:30]1[n:31][cH:32][s:33][cH:34]1)[CH2:36][CH2:37][CH2:38][CH3:39])[CH2:40][CH2:41][CH3:42].[CH3:43][c:44]1[cH:45][cH:46][cH:47][cH:48][cH:49]1.[cH:50]1[cH:51][cH:52][c:53]([P:54]([Pd:55]([P:56]([c:57]2[cH:58][cH:59][cH:60][cH:61][cH:62]2)([c:63]2[cH:64][cH:65][cH:66][cH:67][cH:68]2)[c:69]2[cH:70][cH:71][cH:72][cH:73][cH:74]2)([P:75]([c:76]2[cH:77][cH:78][cH:79][cH:80][cH:81]2)([c:82]2[cH:83][cH:84][cH:85][cH:86][cH:87]2)[c:88]2[cH:89][cH:90][cH:91][cH:92][cH:93]2)[P:94]([c:95]2[cH:96][cH:97][cH:98][cH:99][cH:100]2)([c:101]2[cH:102][cH:103][cH:104][cH:105][cH:106]2)[c:107]2[cH:108][cH:109][cH:110][cH:111][cH:112]2)([c:113]2[cH:114][cH:115][cH:116][cH:117][cH:118]2)[c:119]2[cH:120][cH:121][cH:122][cH:123][cH:124]2)[cH:125][cH:126]1>>[c:2]1(-[c:30]2[n:31][cH:32][s:33][cH:34]2)[cH:3][cH:4][c:5](-[c:8]2[n:9][o:10][c:11]([CH3:24])[c:12]2-[c:13]2[cH:14][c:15]([F:23])[c:16]([S:19](=[O:20])(=[O:21])[CH3:22])[cH:17][cH:18]2)[cH:6][cH:7]1. Reactants: C1(CCCCC1)CCC[C@H](CC(=O)OC(C)(C)C)C1=NC(=NO1)CC1=CC=NC=C1 (tert-butyl (3R)-6-cyclohexyl-3-[3-(4-pyridinylmethyl)-1,2,4-oxadiazol-5-yl]hexanoate). Solvent: Cl (hydrogen chloride), O1CCOCC1 (1,4-dioxan). Conditions: time 3 hour. Yields the product C1(CCCCC1)CCC[C@H](CC(=O)O)C1=NC(=NO1)CC1=CC=NC=C1 ((3R)-6-cyclohexyl-3-[3-(4-pyridinylmethyl)-1,2,4-oxadiazol-5-yl]hexanoic acid). Yield: 112.5%. As a reaction SMILES: [CH:1]1([CH2:7][CH2:8][CH2:9][C@@H:10]([C:19]2[O:23][N:22]=[C:21]([CH2:24][C:25]3[CH:30]=[CH:29][N:28]=[CH:27][CH:26]=3)[N:20]=2)[CH2:11][C:12]([O:14]C(C)(C)C)=[O:13])[CH2:6][CH2:5][CH2:4][CH2:3][CH2:2]1>Cl.O1CCOCC1>[CH:1]1([CH2:7][CH2:8][CH2:9][C@@H:10]([C:19]2[O:23][N:22]=[C:21]([CH2:24][C:25]3[CH:30]=[CH:29][N:28]=[CH:27][CH:26]=3)[N:20]=2)[CH2:11][C:12]([OH:14])=[O:13])[CH2:6][CH2:5][CH2:4][CH2:3][CH2:2]1. Procedure: A solution of tert-butyl (3R)-6-cyclohexyl-3-[3-(4-pyridinylmethyl)-1,2,4-oxadiazol-5-yl]hexanoate (Preparation 105) (400 mg, 0.97 mmol) in hydrogen chloride in 1,4-dioxan (4M) (5 ml) was stirred at room temperature for 24 hours. The solvent was removed under reduced pressure. The solid was dissolved in fresh hydrogen chloride in 1,4-dioxan (4M) and stirred at room temperature for 3 hours. The solvent was removed under reduced pressure to afford the title compound as a yellow oil (390 mg).